Dataset: the Open Reaction Database (ORD), a public repository of structured organic reaction records. Task: describe an organic reaction: reactants, conditions, products, and yield The reactants are [Mg+]C1CCCCC1, [Cl-], [Cl-], ClCCl, [NH4+], O=[Mn]=O, ON1CCOCC1. Yields the product ON1CCOCC1C1CCCCC1. Reaction SMILES: [CH:9]1([Mg+:15])[CH2:10][CH2:11][CH2:12][CH2:13][CH2:14]1.[Cl-:16].[Cl-:8].[Cl:18][CH2:19][Cl:20].[NH4+:17].[O:21]=[Mn:22]=[O:23].[OH:1][N:2]1[CH2:3][CH2:4][O:5][CH2:6][CH2:7]1>>[OH:1][N:2]1[CH2:3][CH2:4][O:5][CH2:6][CH:7]1[CH:9]1[CH2:10][CH2:11][CH2:12][CH2:13][CH2:14]1.